From a dataset of the Open Reaction Database (ORD), a public repository of structured organic reaction records. describe an organic reaction: reactants, conditions, products, and yield Starting materials: CCCC(=O)Cl, ClCCl, OCCCCc1ccccc1. Yields the product CCCC(=O)OCCCCc1ccccc1. As a reaction SMILES: [C:12]([CH2:13][CH2:14][CH3:15])(=[O:16])[Cl:17].[Cl:18][CH2:19][Cl:20].[c:1]1([CH2:7][CH2:8][CH2:9][CH2:10][OH:11])[cH:2][cH:3][cH:4][cH:5][cH:6]1>>[c:1]1([CH2:7][CH2:8][CH2:9][CH2:10][O:11][C:12]([CH2:13][CH2:14][CH3:15])=[O:16])[cH:2][cH:3][cH:4][cH:5][cH:6]1. Reactants: OC1=C(C2=C(C(CO2)=O)C=C1)I (6-hydroxy-7-iodobenzofuran-3(2H)-one), C([O-])([O-])=O.[K+].[K+] (potassium carbonate), CI (methyl iodide), O (water). Solvent: CN(C)C=O (DMF). Conditions: time 13 hour. Yields the product IC1=C(C=CC=2C(COC21)=O)OC (7-iodo-6-methoxybenzofuran-3(2H)-one). The yield is 49.8%. As a reaction SMILES: [OH:1][C:2]1[CH:11]=[CH:10][C:5]2[C:6](=[O:9])[CH2:7][O:8][C:4]=2[C:3]=1[I:12].[C:13](=O)([O-])[O-].[K+].[K+].CI.O>CN(C=O)C>[I:12][C:3]1[C:4]2[O:8][CH2:7][C:6](=[O:9])[C:5]=2[CH:10]=[CH:11][C:2]=1[O:1][CH3:13] |f:1.2.3|. Procedure details: A solution of 6-hydroxy-7-iodobenzofuran-3(2H)-one (2.58 g, 9.35 mmol) in DMF (37 mL) was added with potassium carbonate (1.55 g, 11.2 mmol) and methyl iodide (0.697 mL, 11.2 mmol), and the mixture was stirred at room temperature for 13 hours. The reaction mixture was added with water (400 mL), and the precipitated solid was collected by filtration to obtain 7-iodo-6-methoxybenzofuran-3(2H)-one (1.35 g, 49%).